From a dataset of the Open Reaction Database (ORD), a public repository of structured organic reaction records. describe an organic reaction: reactants, conditions, products, and yield Reactants: COC1=CC=C(C=C1)C1=CN(C2=CC=CC=C12)S(=O)(=O)C1=CC=CC=C1 (3-(4-methoxyphenyl)-1-(phenylsulfonyl)-1H-indole), C([O-])([O-])=O.[K+].[K+] (potassium carbonate). Solvent: CO (MeOH). The product is COC1=CC=C(C=C1)C1=CNC2=CC=CC=C12 (3-(4-methoxyphenyl)-1H-indole). The yield is 98.6%. As a reaction SMILES: [CH3:1][O:2][C:3]1[CH:8]=[CH:7][C:6]([C:9]2[C:17]3[C:12](=[CH:13][CH:14]=[CH:15][CH:16]=3)[N:11](S(C3C=CC=CC=3)(=O)=O)[CH:10]=2)=[CH:5][CH:4]=1.C(=O)([O-])[O-].[K+].[K+]>CO>[CH3:1][O:2][C:3]1[CH:4]=[CH:5][C:6]([C:9]2[C:17]3[C:12](=[CH:13][CH:14]=[CH:15][CH:16]=3)[NH:11][CH:10]=2)=[CH:7][CH:8]=1 |f:1.2.3|. Procedure details: 3-(4-methoxyphenyl)-1-(phenylsulfonyl)-1H-indole (200 mg, 0.55 mmol) and 15 eq potassium carbonate were dissolved in 40 ml MeOH under nitrogen. The mixture was heated at reflux for 16 h, cooled to rt and then concentrated to dryness. DCM and brine were added and the mixture was acidified (pH 2-4) with 2 M HCl. The aqueous layer was extracted with DCM and the combined organic layers were concentrated. The crude product was purified on silica (EtOAc/n-Heptane, 1:1). 121.1 mg 3-(4-methoxyphenyl)-1H... Reactants: ClC1=C(OC(C(=O)OC(C)(C)C)(C)C)C=CC(=C1Cl)CCC(C=1SC(=CC1)C1=CC=C(C=C1)C(F)(F)F)O (tert-butyl 2-(2,3-dichloro-4-(3-hydroxy-3-(5-(4-(trifluoromethyl)phenyl)thien-2-yl)propyl)phenoxy)-2-methylpropanoate), [H-].[Na+] (sodium hydride), IC1=CC=C(CBr)C=C1 (4-iodobenzyl bromide). Yields the product IC1=CC=C(COC(CCC2=C(C(=C(OC(C(=O)OC(C)(C)C)(C)C)C=C2)Cl)Cl)C=2SC(=CC2)C2=CC=C(C=C2)C(F)(F)F)C=C1 (Tert-butyl 2-(4-(3-(4-iodobenzyloxy)-3-(5-(4-(trifluoromethyl)phenyl)thien-2-yl)propyl)-2,3-dichlorophenoxy)-2-methylpropanoate). As a reaction SMILES: [Cl:1][C:2]1[C:18]([Cl:19])=[C:17]([CH2:20][CH2:21][CH:22]([OH:38])[C:23]2[S:24][C:25]([C:28]3[CH:33]=[CH:32][C:31]([C:34]([F:37])([F:36])[F:35])=[CH:30][CH:29]=3)=[CH:26][CH:27]=2)[CH:16]=[CH:15][C:3]=1[O:4][C:5]([CH3:14])([CH3:13])[C:6]([O:8][C:9]([CH3:12])([CH3:11])[CH3:10])=[O:7].[H-].[Na+].[I:41][C:42]1[CH:49]=[CH:48][C:45]([CH2:46]Br)=[CH:44][CH:43]=1>>[I:41][C:42]1[CH:49]=[CH:48][C:45]([CH2:46][O:38][CH:22]([C:23]2[S:24][C:25]([C:28]3[CH:33]=[CH:32][C:31]([C:34]([F:35])([F:36])[F:37])=[CH:30][CH:29]=3)=[CH:26][CH:27]=2)[CH2:21][CH2:20][C:17]2[CH:16]=[CH:15][C:3]([O:4][C:5]([CH3:13])([CH3:14])[C:6]([O:8][C:9]([CH3:12])([CH3:11])[CH3:10])=[O:7])=[C:2]([Cl:1])[C:18]=2[Cl:19])=[CH:44][CH:43]=1 |f:1.2|. Reported procedure: Tert-butyl 2-(4-(3-(4-iodobenzyloxy)-3-(5-(4-(trifluoromethyl)phenyl)thien-2-yl)propyl)-2,3-dichlorophenoxy)-2-methylpropanoate is prepared from tert-butyl 2-(2,3-dichloro-4-(3-hydroxy-3-(5-(4-(trifluoromethyl)phenyl)thien-2-yl)propyl)phenoxy)-2-methylpropanoate using 1.1 equivalents of sodium hydride and 1.1 equivalents of 4-iodobenzyl bromide according to general procedure H. The reactants are [BH3-]C#N.[Na+] (NaCNBH3), NC1=C(C(N(C(N1)=O)C)=O)N=CC1=CC=CC=C1 (6-amino-3-methyl-5-(phenylmethyleneamino )pyrimidine-2,4-dione), C(Cl)Cl (CH2Cl2), [BH3-]C#N.[Na+] (NaCNBH3). Run in CC(=O)O (HOAc), CC(=O)O (HOAc), CO (MeOH). Run at time 30 minute. The product is NC1=C(C(N(C(N1)=O)C)=O)NCC1=CC=CC=C1 (6-Amino-3-methyl-5-(phenylmethylamino)pyrimidine-2,4-dione). As a reaction SMILES: [NH2:1][C:2]1[NH:7][C:6](=[O:8])[N:5]([CH3:9])[C:4](=[O:10])[C:3]=1[N:11]=[CH:12][C:13]1[CH:18]=[CH:17][CH:16]=[CH:15][CH:14]=1.C(Cl)Cl.[BH3-]C#N.[Na+]>CC(O)=O.CO>[NH2:1][C:2]1[NH:7][C:6](=[O:8])[N:5]([CH3:9])[C:4](=[O:10])[C:3]=1[NH:11][CH2:12][C:13]1[CH:18]=[CH:17][CH:16]=[CH:15][CH:14]=1 |f:2.3|. Reported procedure: Add 6-amino-3-methyl-5-(phenylmethyleneamino )pyrimidine-2,4-dione (85 g=0.35 mol) to CH2Cl2 (1.6L) and MeOH (1.6L). Stir the suspension, add HOAc (21.9 ml=0.35 mol), then NaCNBH3 (21.9 g=0.35 mol). Stir 1.5 hr, and add HOAc (2 ml) and NaCNBH3 (2.0 g). After another 30 min, concentrate to ca. 1.6L on a rotovap (35° C. bath). Chill the crystalline mixture, filter, and wash with cold MeOH. Stir the product 15 min in 0.5L boiling MeOH, chill, filter, and dry to obtain the title compound, m.p. 206°-... Product: CC(=O)Oc1ccc(Br)cc1F. Reactants: Oc1ccc(Br)cc1F, CC(=O)OC(C)=O, Cl, O, c1ccncc1. Reaction SMILES: [Br:1][c:2]1[cH:3][c:4]([F:9])[c:5]([OH:8])[cH:6][cH:7]1.[CH3:10][C:11](=[O:12])[O:13][C:14](=[O:15])[CH3:16].[ClH:23].[OH2:24].[cH:17]1[cH:18][cH:19][n:20][cH:21][cH:22]1>>[Br:1][c:2]1[cH:3][c:4]([F:9])[c:5]([O:8][C:11]([CH3:10])=[O:12])[cH:6][cH:7]1. The reactants are [Si](C1=CC=CC=C1)(C1=CC=CC=C1)(C(C)(C)C)OCCC[C@@H]1[C@@H]([C@H](C(O1)=O)S(=O)C1=CC=CC=C1)C1=CC=CC=C1 ((3R*,4S*,5R*)-5-[3-(t-butyldiphenylsilyloxy)propyl]-2-oxo-4-phenyl-3- phenylsulfinyltetrahydrofuran). Run in C1(=CC=CC=C1)C (toluene). Yields the product [Si](C1=CC=CC=C1)(C1=CC=CC=C1)(C(C)(C)C)OCCCC1C(=CC(O1)=O)C1=CC=CC=C1 (5-[3-(t-butyldiphenylsilyloxy)propyl]-4-phenyl-2(5H)furanone). Isolated yield 61.5%. As a reaction SMILES: [Si:1]([O:18][CH2:19][CH2:20][CH2:21][C@H:22]1[O:26][C:25](=[O:27])[C@H:24](S(C2C=CC=CC=2)=O)[C@H:23]1[C:36]1[CH:41]=[CH:40][CH:39]=[CH:38][CH:37]=1)([C:14]([CH3:17])([CH3:16])[CH3:15])([C:8]1[CH:13]=[CH:12][CH:11]=[CH:10][CH:9]=1)[C:2]1[CH:7]=[CH:6][CH:5]=[CH:4][CH:3]=1>C1(C)C=CC=CC=1>[Si:1]([O:18][CH2:19][CH2:20][CH2:21][CH:22]1[O:26][C:25](=[O:27])[CH:24]=[C:23]1[C:36]1[CH:41]=[CH:40][CH:39]=[CH:38][CH:37]=1)([C:14]([CH3:16])([CH3:17])[CH3:15])([C:2]1[CH:7]=[CH:6][CH:5]=[CH:4][CH:3]=1)[C:8]1[CH:9]=[CH:10][CH:11]=[CH:12][CH:13]=1. Procedure details: A solution of (3R*,4S*,5R*)-5-[3-(t-butyldiphenylsilyloxy)propyl]-2-oxo-4-phenyl-3- phenylsulfinyltetrahydrofuran (650 mg) in toluene (6.5 ml) was refluxed for 30 minutes. The reaction mixture was chromatographed on silica gel (20 g) eluting with a mixture of benzene and acetone (100:1 to 25:1) to give 5-[3-(t-butyldiphenylsilyloxy)propyl]-4-phenyl-2(5H)furanone (313 mg) as an oil. The reactants are CC(C)CCCCCCC(=O)O, CN(C)C=O, CC(C)N=C=NC(C)C, CC(C)(Sc1nc(CCN)cs1)C(=O)O. Product: CC(C)CCCCCCC(=O)NCCc1csc(SC(C)(C)C(=O)O)n1. As a reaction SMILES: [CH3:25][CH:26]([CH2:27][CH2:28][CH2:29][CH2:30][CH2:31][CH2:32][C:33](=[O:34])[OH:35])[CH3:36].[CH3:37][N:38]([CH3:39])[CH:40]=[O:41].[CH:16]([N:17]=[C:18]=[N:19][CH:20]([CH3:21])[CH3:22])([CH3:23])[CH3:24].[NH2:1][CH2:2][CH2:3][c:4]1[n:5][c:6]([S:9][C:10]([C:11](=[O:12])[OH:13])([CH3:14])[CH3:15])[s:7][cH:8]1>>[NH:1]([CH2:2][CH2:3][c:4]1[n:5][c:6]([S:9][C:10]([C:11](=[O:12])[OH:13])([CH3:14])[CH3:15])[s:7][cH:8]1)[C:33]([CH2:32][CH2:31][CH2:30][CH2:29][CH2:28][CH2:27][CH:26]([CH3:25])[CH3:36])=[O:34].